From a dataset of the Open Reaction Database (ORD), a public repository of structured organic reaction records. describe an organic reaction: reactants, conditions, products, and yield Starting materials: CC=1C2=C(SC1)C=C(C=C2)C(=O)O (3-methylbenzo[b]thiophene-6-carboxylic acid), Cl (hydrogen chloride), CO (methanol). The product is COC(=O)C=1C=CC2=C(SC=C2C)C1 (3-methylbenzo[b]thiophene-6-carboxylic acid methyl ester). As a reaction SMILES: [CH3:1][C:2]1[C:3]2[CH:10]=[CH:9][C:8]([C:11]([OH:13])=[O:12])=[CH:7][C:4]=2[S:5][CH:6]=1.Cl.[CH3:15]O>>[CH3:15][O:12][C:11]([C:8]1[CH:9]=[CH:10][C:3]2[C:2]([CH3:1])=[CH:6][S:5][C:4]=2[CH:7]=1)=[O:13]. Reported procedure: A solution of 3-methylbenzo[b]thiophene-6-carboxylic acid (3.65 g) in methanol (100 ml) was saturated with hydrogen chloride gas and the solution was heated under reflux for 4 hours, and then evaporated. The residue was dissolved in ether and the solution was washed with water, sodium bicarbonate solution and dried (Na2SO4). Evaporation of the solvent gave 3-methylbenzo[b]thiophene-6-carboxylic acid methyl ester (3.70 g) pure enough for further reaction. A sample crystallized from petrol (b.p. 4... Reactants: CC1=NOC(=C1)NS(=O)(=O)C1=CC=C(C=C1)Br (N-(3-methyl-5-isoxazolyl)-4-bromobenzenesulfonamide), COC1=CC=C(C=C1)B(O)O (4-methoxybenzeneboronic acid). Product: CC1=NOC(=C1)NS(=O)(=O)C1=CC=C(C=C1)C1=CC=C(C=C1)OC (N-(3-methyl-5-isoxazolyl)-4-(4-methoxyphenyl)benzenesulfonamide). Isolated yield 82.0%. As a reaction SMILES: [CH3:1][C:2]1[CH:6]=[C:5]([NH:7][S:8]([C:11]2[CH:16]=[CH:15][C:14](Br)=[CH:13][CH:12]=2)(=[O:10])=[O:9])[O:4][N:3]=1.[CH3:18][O:19][C:20]1[CH:25]=[CH:24][C:23](B(O)O)=[CH:22][CH:21]=1>>[CH3:1][C:2]1[CH:6]=[C:5]([NH:7][S:8]([C:11]2[CH:16]=[CH:15][C:14]([C:23]3[CH:24]=[CH:25][C:20]([O:19][CH3:18])=[CH:21][CH:22]=3)=[CH:13][CH:12]=2)(=[O:10])=[O:9])[O:4][N:3]=1. Reported procedure: N-(3-methyl-5-isoxazolyl)-4-(4-methoxyphenyl)benzenesulfonamide was prepared in the same manner as described in Example 14b, using N-(3-methyl-5-isoxazolyl)-4-bromobenzenesulfonamide (Example 14a) and 4-methoxybenzeneboronic acid resulting in an 82% yield of the final product, m.p. 194-196° C. The product was recrystallized using hexane/ethyl acetate. Reactants: O=C1CCCCCN1, CCOC(C)=O, [Cu]I, COC(=O)c1ccc(I)cc1, [K+], [K+], O=C([O-])[O-], O. Product: COC(=O)c1ccc(N2CCCCCC2=O)cc1. As a reaction SMILES: [C:12]1(=[O:19])[CH2:13][CH2:14][CH2:15][CH2:16][CH2:17][NH:18]1.[CH3:28][CH2:29][O:30][C:31]([CH3:32])=[O:33].[Cu:26][I:27].[I:1][c:2]1[cH:3][cH:4][c:5]([C:6](=[O:7])[O:8][CH3:9])[cH:10][cH:11]1.[K+:20].[K+:21].[O-:22][C:23]([O-:24])=[O:25].[OH2:34]>>[c:2]1([N:18]2[C:12](=[O:19])[CH2:13][CH2:14][CH2:15][CH2:16][CH2:17]2)[cH:3][cH:4][c:5]([C:6](=[O:7])[O:8][CH3:9])[cH:10][cH:11]1. The reactants are N1CCNCC1 (piperazine), N1(CCCC1)C1=NC(=NC2=NC(=C(N=C12)Cl)Cl)Cl (4-pyrrolidin-1-yl-2,6,7-trichloro-pteridine), C(C)(C)N(CC)C(C)C (diisopropylethylamine), O[C@H]1CNCC1 ((R)-3-hydroxypyrrolidin). Solvent: O1CCOCC1 (dioxane), O1CCOCC1 (dioxane). Reaction conditions: temperature 40 celsius, time 30 hour. The product is ClC=1N=C2C(=NC(=NC2=NC1N1C[C@@H](CC1)O)N1CCNCC1)N1CCCC1 (6-chloro-7-((R)-3-hydroxypyrrolidin-1-yl)-2-piperazin-1-yl-4-pyrrolidin-1-yl-pteridine). As a reaction SMILES: [N:1]1([C:6]2[C:15]3[C:10](=[N:11][C:12](Cl)=[C:13]([Cl:16])[N:14]=3)[N:9]=[C:8](Cl)[N:7]=2)[CH2:5][CH2:4][CH2:3][CH2:2]1.[OH:19][C@@H:20]1[CH2:24][CH2:23][NH:22][CH2:21]1.C(N(C(C)C)CC)(C)C.[NH:34]1[CH2:39][CH2:38][NH:37][CH2:36][CH2:35]1>O1CCOCC1>[Cl:16][C:13]1[N:14]=[C:15]2[C:10](=[N:11][C:12]=1[N:22]1[CH2:23][CH2:24][C@@H:20]([OH:19])[CH2:21]1)[N:9]=[C:8]([N:34]1[CH2:39][CH2:38][NH:37][CH2:36][CH2:35]1)[N:7]=[C:6]2[N:1]1[CH2:5][CH2:4][CH2:3][CH2:2]1. Reported procedure: a)+b) 80 mg (0.26 mmol) 4-pyrrolidin-1-yl-2,6,7-trichloro-pteridine are dissolved in 5 ml dioxane and combined with 72 mg (0.58 mmol) (R)-3-hydroxypyrrolidin and 100 μl (0.75 mmol) diisopropylethylamine The mixture is stirred for approx. 30 h at 40° C. The reaction mixture is then slowly added dropwise to a solution of 113 mg (1 mmol) piperazine in 15 ml dioxane at a temperature of 80° C. The mixture is stirred for approx. 16 h at 80° C., cooled to ambient temperature and then poured onto ice wa... Starting materials: CC(C)(C)OC(=O)N1CCC1COc1cncc(Br)c1, CCC[Mg+], C1CCOC1, CCOCC, [Cl-]. The product is CCCc1cncc(OCC2CCN2C(=O)OC(C)(C)C)c1. Reaction SMILES: [C:1]([CH3:2])([CH3:3])([CH3:4])[O:5][C:6](=[O:7])[N:8]1[CH:9]([CH2:12][O:13][c:14]2[cH:15][c:16]([Br:20])[cH:17][n:18][cH:19]2)[CH2:10][CH2:11]1.[CH2:22]([CH2:23][CH3:24])[Mg+:25].[CH2:26]1[O:27][CH2:28][CH2:29][CH2:30]1.[CH3:31][CH2:32][O:33][CH2:34][CH3:35].[Cl-:21]>>[C:1]([CH3:2])([CH3:3])([CH3:4])[O:5][C:6](=[O:7])[N:8]1[CH:9]([CH2:12][O:13][c:14]2[cH:15][c:16]([CH2:22][CH2:23][CH3:24])[cH:17][n:18][cH:19]2)[CH2:10][CH2:11]1. Starting materials: OCCCCl, Oc1cc(F)cc(F)c1, [H-], [Na+], CN(C)C=O. Product: OCCCOc1cc(F)cc(F)c1. Reaction SMILES: [Cl:12][CH2:13][CH2:14][CH2:15][OH:16].[F:3][c:4]1[cH:5][c:6]([OH:11])[cH:7][c:8]([F:10])[cH:9]1.[H-:1].[Na+:2].[O:17]=[CH:18][N:19]([CH3:20])[CH3:21]>>[F:3][c:4]1[cH:5][c:6]([O:11][CH2:13][CH2:14][CH2:15][OH:16])[cH:7][c:8]([F:10])[cH:9]1. Starting materials: Cc1cc2c(C(F)(F)F)c(C#N)ccc2n1C(C)CO, Oc1ccccn1. The product is Cc1cc2c(C(F)(F)F)c(C#N)ccc2n1C(C)COc1ccccn1. RXN SMILES: [OH:1][CH2:2][CH:3]([CH3:4])[n:5]1[c:6]([CH3:20])[cH:7][c:8]2[c:9]([C:16]([F:17])([F:18])[F:19])[c:10]([C:14]#[N:15])[cH:11][cH:12][c:13]12.[n:21]1[c:22]([OH:27])[cH:23][cH:24][cH:25][cH:26]1>>[O:1]([CH2:2][CH:3]([CH3:4])[n:5]1[c:6]([CH3:20])[cH:7][c:8]2[c:9]([C:16]([F:17])([F:18])[F:19])[c:10]([C:14]#[N:15])[cH:11][cH:12][c:13]12)[c:22]1[n:21][cH:26][cH:25][cH:24][cH:23]1.